The task is: describe an organic reaction: reactants, conditions, products, and yield. This data is from the Open Reaction Database (ORD), a public repository of structured organic reaction records. The reactants are C1(\C=C/C(=O)O1)=O (maleic anhydride), C(CN)N (ethylenediamine), CC(=O)C (acetone), CC(=O)C (acetone), O.O.O.O.O.O.[Cl-].[Mg+2].[Cl-] (Magnesium chloride hexahydrate), C(C)(=O)OC(C)=O (acetic anhydride). Run in O (water), C(C)N(CC)CC (triethylamine). Reaction conditions: temperature 40 celsius, time 2.5 hour. Yields the product C(CN1C(C=CC1=O)=O)N1C(C=CC1=O)=O (N,N'-ethylenedimaleimide). The yield is 27.0%. Reaction SMILES: [C:1]1(=[O:7])O[C:4](=[O:5])[CH:3]=[CH:2]1.[CH2:8]([NH2:11])[CH2:9][NH2:10].O.O.O.O.O.O.[Cl-].[Mg+2].[Cl-].C(O[C:25](=[O:27])[CH3:26])(=O)C.[CH3:28][C:29](C)=[O:30]>O.C(N(CC)CC)C>[CH2:8]([N:11]1[C:1](=[O:7])[CH:2]=[CH:3][C:4]1=[O:5])[CH2:9][N:10]1[C:25](=[O:27])[CH:26]=[CH:28][C:29]1=[O:30] |f:2.3.4.5.6.7.8.9.10|. Reported procedure: A flask was equipped as in Example 1. To a solution of maleic anhydride (3.64 parts) in 10.6 parts acetone was added a solution of 1 part ethylenediamine, 0.61 part triethylamine and 1.5 parts acetone over a 25-minute period. The resulting reaction mixture contained white solids and was maintained at 40° C. for 30 minutes. Magnesium chloride hexahydrate (0.15 part) and 4.6 parts acetic anhydride were added all at once. The reaction temperature was raised to 50° C. and held there for 2.5 hours. T... Reactants: C(C)(=O)[O-].[NH4+] (ammonium acetate), C(#N)CC(=O)OCC (ethyl cyanoacetate), C(C)OC(=O)C1(CC1)C(C)=O (1-acetyl-cyclopropanecarboxylic acid ethyl ester), [N+](=O)([O-])C1=CC=C(C=O)C=C1 (4-nitrobenzaldehyde). Procedure details: In analogy to GP 1, reaction of 28.9 g ammonium acetate (375 mmol, 8 eq.), 5 ml ethyl cyanoacetate (47.3 mmol, 1 eq.), 7.32 g 1-acetyl-cyclopropanecarboxylic acid ethyl ester (47 mmol, 1 eq.), and 7.08 g 4-nitrobenzaldehyde (47 mmol, 1 eq.) yielded 7.2 g product (43% yield). Yield: 43.4%. Reaction SMILES: C([O-])(=O)C.[NH4+:5].[C:6]([CH2:8][C:9]([O:11]CC)=O)#[N:7].[CH2:14]([O:16][C:17]([C:19]1([C:22](=O)[CH3:23])[CH2:21][CH2:20]1)=[O:18])[CH3:15].[N+:25]([C:28]1[CH:35]=[CH:34][C:31]([CH:32]=O)=[CH:30][CH:29]=1)([O-:27])=[O:26]>>[CH2:14]([O:16][C:17]([C:19]1([C:22]2[NH:5][C:9](=[O:11])[C:8]([C:6]#[N:7])=[C:32]([C:31]3[CH:34]=[CH:35][C:28]([N+:25]([O-:27])=[O:26])=[CH:29][CH:30]=3)[CH:23]=2)[CH2:21][CH2:20]1)=[O:18])[CH3:15] |f:0.1|. The product is C(C)OC(=O)C1(CC1)C=1NC(C(=C(C1)C1=CC=C(C=C1)[N+](=O)[O-])C#N)=O (1-[5-Cyano-4-(4-nitro-phenyl)-6-oxo-1,6-dihydro-pyridin-2-yl]-cyclo-propanecarboxylic acid ethyl ester). Reactants: N1C(CCCC1)CC=1N(C2=CC=CC=C2C1)COCC[Si](C)(C)C ((RS)-2-piperidin-2-ylmethyl-1-(2-trimethylsilanyl-ethoxymethyl)-1H-indole), amide, [F-].C(CCC)[N+](CCCC)(CCCC)CCCC (tetrabutylammonium fluoride), FC1=CC=C(C=C1)C1=C(N=C(S1)C)C(=O)Cl (5-(4-fluoro-phenyl)-2-methyl-thiazole-4-carbonyl chloride), O (water). Solvent: C1CCOC1 (THF), C1CCOC1 (THF). The product is (RS)-1-[5-(4-Fluoro-phenyl)2-methyl-thiazol-4-yl]-1-{2-[1-(2-trimethylsilanyl-oxymethyl)-1H-indol-2-ylmethyl]-piperidin-1-yl}-methanone, FC1=CC=C(C=C1)C1=C(N=C(S1)C)C(=O)N1C(CCCC1)CC=1NC2=CC=CC=C2C1 ((RS)-1-[5(4-Fluoro-phenyl)2-methyl-thiazol-4-yl]-1-[2-(1H-indol-2-ylmethyl)-piperidin-1-yl]-methanone). Reaction SMILES: [NH:1]1[CH2:6][CH2:5][CH2:4][CH2:3][CH:2]1[CH2:7][C:8]1[N:9](COCC[Si](C)(C)C)[C:10]2[C:15]([CH:16]=1)=[CH:14][CH:13]=[CH:12][CH:11]=2.[F:25][C:26]1[CH:31]=[CH:30][C:29]([C:32]2[S:36][C:35]([CH3:37])=[N:34][C:33]=2[C:38](Cl)=[O:39])=[CH:28][CH:27]=1.[F-].C([N+](CCCC)(CCCC)CCCC)CCC.O>C1COCC1>[F:25][C:26]1[CH:27]=[CH:28][C:29]([C:32]2[S:36][C:35]([CH3:37])=[N:34][C:33]=2[C:38]([N:1]2[CH2:6][CH2:5][CH2:4][CH2:3][CH:2]2[CH2:7][C:8]2[NH:9][C:10]3[C:15]([CH:16]=2)=[CH:14][CH:13]=[CH:12][CH:11]=3)=[O:39])=[CH:30][CH:31]=1 |f:2.3|. Procedure: (RS)-1-[5-(4-Fluoro-phenyl)2-methyl-thiazol-4-yl]-1-{2-[1-(2-trimethylsilanyl-oxymethyl)-1H-indol-2-ylmethyl]-piperidin-1-yl}-methanone (130 mg) was prepared from (RS)-2-piperidin-2-ylmethyl-1-(2-trimethylsilanyl-ethoxymethyl)-1H-indole, D68 (520 mg) and 5-(4-fluoro-phenyl)-2-methyl-thiazole-4-carbonyl chloride (512 mg) according to a procedure similar to that for Example 1. A stirring solution of the above amide (125 mg) in dry THF (5 ml) was treated with a solution of tetrabutylammonium fluori... The reactants are C(C)OC(C1=CC(=CC(=C1)F)SC1=C(NC2=C(C(=CC=C12)Cl)F)C)=O (3-(6-Chloro-7-fluoro-2-methyl-1H-indol-3-ylsulfanyl)-5-fluoro-benzoic acid ethyl ester), BrC=1C=NN(C1)C(C)C (4-bromo-1-isopropyl-1H-pyrazole). Yields the product C(C)OC(C1=CC(=CC(=C1)F)SC1=C(N(C2=C(C(=CC=C12)Cl)F)C=1C=NN(C1)C(C)C)C)=O (3-[6-Chloro-7-fluoro-1-(1-isopropyl-1H-pyrazol-4-yl)-2-methyl-1H-indol-3-ylsulfanyl]-5-fluoro-benzoic acid ethyl ester). As a reaction SMILES: [CH2:1]([O:3][C:4](=[O:25])[C:5]1[CH:10]=[C:9]([F:11])[CH:8]=[C:7]([S:12][C:13]2[C:21]3[C:16](=[C:17]([F:23])[C:18]([Cl:22])=[CH:19][CH:20]=3)[NH:15][C:14]=2[CH3:24])[CH:6]=1)[CH3:2].Br[C:27]1[CH:28]=[N:29][N:30]([CH:32]([CH3:34])[CH3:33])[CH:31]=1>>[CH2:1]([O:3][C:4](=[O:25])[C:5]1[CH:10]=[C:9]([F:11])[CH:8]=[C:7]([S:12][C:13]2[C:21]3[C:16](=[C:17]([F:23])[C:18]([Cl:22])=[CH:19][CH:20]=3)[N:15]([C:27]3[CH:28]=[N:29][N:30]([CH:32]([CH3:34])[CH3:33])[CH:31]=3)[C:14]=2[CH3:24])[CH:6]=1)[CH3:2]. Reported procedure: Prepared according to the procedure described in Example 55, Step 2 using the following starting materials: 3-(6-Chloro-7-fluoro-2-methyl-1H-indol-3-ylsulfanyl)-5-fluoro-benzoic acid ethyl ester and 4-bromo-1-isopropyl-1H-pyrazole.